This data is from the Open Reaction Database (ORD), a public repository of structured organic reaction records. The task is: describe an organic reaction: reactants, conditions, products, and yield Reactants: [I-].[Na+] (sodium iodide), C([O-])([O-])=O.[Na+].[Na+] (sodium carbonate), NC=1C=2N(C=CC1)C(=C(N2)C)C (8-amino-2,3-dimethylimidazo[1,2-a]pyridine), COC(=O)NC1=C(CCl)C(=CC=C1)C (2-methoxycarbonylamino-6-methyl-benzyl chloride). Solvent: CC(=O)C (acetone), O (water). Product: COC(=O)NC1=C(CNC=2C=3N(C=CC2)C(=C(N3)C)C)C(=CC=C1)C (8-(2-Methoxycarbonylamino-6-methylbenzylamino)-2,3-dimethylimidazo[1,2-a]pyridine). The yield is 55.7%. RXN SMILES: [I-].[Na+].C(=O)([O-])[O-].[Na+].[Na+].[NH2:9][C:10]1[C:11]2[N:12]([C:16]([CH3:20])=[C:17]([CH3:19])[N:18]=2)[CH:13]=[CH:14][CH:15]=1.[CH3:21][O:22][C:23]([NH:25][C:26]1[CH:33]=[CH:32][CH:31]=[C:30]([CH3:34])[C:27]=1[CH2:28]Cl)=[O:24]>CC(C)=O.O>[CH3:21][O:22][C:23]([NH:25][C:26]1[CH:33]=[CH:32][CH:31]=[C:30]([CH3:34])[C:27]=1[CH2:28][NH:9][C:10]1[C:11]2[N:12]([C:16]([CH3:20])=[C:17]([CH3:19])[N:18]=2)[CH:13]=[CH:14][CH:15]=1)=[O:24] |f:0.1,2.3.4|. Procedure: 4.5 g of sodium iodide and 6.63 g of dry sodium carbonate are added to a solution of 4.03 g of 8-amino-2,3-dimethylimidazo[1,2-a]pyridine and 6.41 g of 2-methoxycarbonylamino-6-methyl-benzyl chloride in 400 ml of dry acetone, and the mixture is heated under reflux for 6 h. After cooling to RT, 400 ml of water are added and the acetone is distilled off in a water jet vacuum. The aqueous residue is then extracted three times with each time 200 ml of ethyl acetate. The combined organic extracts are... The reactants are Br, CC(=O)C(Cc1ccccc1)C(C)=O, ClCCl. Yields the product CC(=O)C(=Cc1ccccc1)C(C)=O. As a reaction SMILES: [Br:15].[CH2:1]([c:2]1[cH:3][cH:4][cH:5][cH:6][cH:7]1)[CH:8]([C:9]([CH3:10])=[O:11])[C:12]([CH3:13])=[O:14].[Cl:16][CH2:17][Cl:18]>>[CH:1]([c:2]1[cH:3][cH:4][cH:5][cH:6][cH:7]1)=[C:8]([C:9]([CH3:10])=[O:11])[C:12]([CH3:13])=[O:14].